Task: describe an organic reaction: reactants, conditions, products, and yield. Dataset: the Open Reaction Database (ORD), a public repository of structured organic reaction records Starting materials: FC1=CC=C(CN2C(C=3C(=C4C=CC=NC4=C(C3C2=O)O)OC)SCCC(=O)O)C=C1 (3-[7-(4-Fluoro-benzyl)-9-hydroxy-5-methoxy-8-oxo-7,8-dihydro-6H-pyrrolo[3,4-g]quinolin-6-ylsulfanyl]-propionic acid), C(CCl)Cl (EDC), C(C)NCC (diethyl amine). Solvent: C(Cl)Cl (CH2Cl2). Yields the product C(C)N(C(CCSC1N(C(C2=C1C(=C1C=CC=NC1=C2O)OC)=O)CC2=CC=C(C=C2)F)=O)CC (N,N-Diethyl-3-[7-(4-fluoro-benzyl)-9-hydroxy-5-methoxy-8-oxo-7,8-dihydro-6H-pyrrolo[3,4-g]quinolin-6-ylsulfanyl]-propionamide). As a reaction SMILES: [F:1][C:2]1[CH:31]=[CH:30][C:5]([CH2:6][N:7]2[C:19](=[O:20])[C:18]3[C:17]([OH:21])=[C:16]4[C:11]([CH:12]=[CH:13][CH:14]=[N:15]4)=[C:10]([O:22][CH3:23])[C:9]=3[CH:8]2[S:24][CH2:25][CH2:26][C:27](O)=[O:28])=[CH:4][CH:3]=1.C(Cl)CCl.[CH2:36]([NH:38][CH2:39][CH3:40])[CH3:37]>C(Cl)Cl>[CH2:36]([N:38]([CH2:39][CH3:40])[C:27](=[O:28])[CH2:26][CH2:25][S:24][CH:8]1[C:9]2[C:10]([O:22][CH3:23])=[C:11]3[C:16](=[C:17]([OH:21])[C:18]=2[C:19](=[O:20])[N:7]1[CH2:6][C:5]1[CH:30]=[CH:31][C:2]([F:1])=[CH:3][CH:4]=1)[N:15]=[CH:14][CH:13]=[CH:12]3)[CH3:37]. Procedure details: A solution of 24 (10.7 mg, 0.024 mmol) in CH2Cl2 (0.24 mL) was stirred with EDC (14 mg, 0.73 mmol) and diethyl amine (10 μL, 0.097 mmol) for 1 day at ambient temperature. The product 25 was purified by reverse phase HPLC using 5-95% A. Buffer A contained CH3CN—1% HOAc and B contained H2O—1% HOAc. 1H NMR (300 MHz, CDCl3) δ 0.984 (t, 3H, J=6 Hz), 1.05 (t, 3H, J=7 Hz), 2.23-2.45 (m, 4H) 3.04 (q, 2H, J=7 Hz), 3.29 (q, 2H, J=8 Hz), 4.06 (s, 3H), 4.47 (d, 1H, J=14 Hz), 5.31 (d, 1H, J=15 Hz), 5.50 (s, ... The reactants are ClC1=CC(=NC2=CC=C(C=C12)C)N1CCS(C2=C(C1)C=CC=C2)(=O)=O (4-(4-chloro-6-methylquinolin-2-yl)-2,3,4,5-tetrahydro-1,4-benzothiazepine 1,1-dioxide), N1CC(C1)NC(OC(C)(C)C)=O (tert-butyl azetidin-3-ylcarbamate). Product: O=S1(CCN(CC2=C1C=CC=C2)C2=NC1=CC=C(C=C1C(=C2)N2CC(C2)N)C)=O (1-[2-(1,1-Dioxido-2,3-dihydro-1,4-benzothiazepin-4(5H)-yl)-6-methylquinolin-4-yl]azetidin-3-amine). Reaction SMILES: Cl[C:2]1[C:11]2[C:6](=[CH:7][CH:8]=[C:9]([CH3:12])[CH:10]=2)[N:5]=[C:4]([N:13]2[CH2:19][C:18]3[CH:20]=[CH:21][CH:22]=[CH:23][C:17]=3[S:16](=[O:25])(=[O:24])[CH2:15][CH2:14]2)[CH:3]=1.[NH:26]1[CH2:29][CH:28]([NH:30]C(=O)OC(C)(C)C)[CH2:27]1>>[O:24]=[S:16]1(=[O:25])[C:17]2[CH:23]=[CH:22][CH:21]=[CH:20][C:18]=2[CH2:19][N:13]([C:4]2[CH:3]=[C:2]([N:26]3[CH2:29][CH:28]([NH2:30])[CH2:27]3)[C:11]3[C:6](=[CH:7][CH:8]=[C:9]([CH3:12])[CH:10]=3)[N:5]=2)[CH2:14][CH2:15]1. Procedure details: The title compound was prepared in analogy to Example 26-1 in Scheme 7 by using 4-(4-chloro-6-methylquinolin-2-yl)-2,3,4,5-tetrahydro-1,4-benzothiazepine 1,1-dioxide (prepared in analogy to the one in Example 2-1) and tert-butyl azetidin-3-ylcarbamate. MS obsd. (ESI+) [(M+H)+] 409, 1H NMR (400 MHz, CD3OD) δ ppm 8.03-8.00 (d, J=7.6 Hz, 1 H), 7.87 (s, 1 H), 7.80-7.78 (d, J=7.6 Hz, 1 H), 7.67-7.62 (m, 2 H), 7.56-7.50 (m, 2 H), 6.00 (s, 1 H), 5.29 (s, 2 H), 4.47 (s, 2 H), 3.97-3.89 (m, 3 H), 3.82-3.... Starting materials: FC1=C(C=CC=C1)CC(=O)O (2-fluorophenylacetic acid), C(C(O)C)(=O)OC (methyl lactate), C1(CCCCC1)N=C=NC1CCCCC1 (1,3-dicyclohexylcarbodiimide). Reagents/catalysts: CN(C1=CC=NC=C1)C (4-dimethylaminopyridine). The solvent is C1CCOC1 (THF). Conditions: time 8 hour. The product is FC1=C(C=CC=C1)C=1C(OC(C1O)C)=O (3-(2-fluorophenyl)-4-hydroxy-5-methyl-5H-furan-2-one). The yield is 69.6%. Reaction SMILES: [F:1][C:2]1[CH:7]=[CH:6][CH:5]=[CH:4][C:3]=1[CH2:8][C:9]([OH:11])=[O:10].[C:12](OC)(=[O:16])[CH:13]([CH3:15])O.C1(N=C=NC2CCCCC2)CCCCC1>C1COCC1.CN(C)C1C=CN=CC=1>[F:1][C:2]1[CH:7]=[CH:6][CH:5]=[CH:4][C:3]=1[C:8]1[C:9](=[O:11])[O:10][CH:13]([CH3:15])[C:12]=1[OH:16]. Procedure details: To 2-fluorophenylacetic acid (25 g, 0.16 mol) and methyl lactate (17 g, 0.16 mol) in THF (600 ml) was added 1,3-dicyclohexylcarbodiimide (34 g, 0.16 mol) and 4-dimethylaminopyridine (0.99 g, 8.1 mmol) at 5° C. The mixture was allowed to warm to room temperature and stirred under nitrogen overnight. The solvent was removed in vacuo, then the residue was taken up in diethyl ether (300 ml), and the resulting slurry was filtered to remove insoluble material. The filtrate was concentrated in vacuo, a... Reactants: CCOC(=O)CN1CCC(NC(=O)c2ccccc2-c2ccc(C(F)(F)F)cc2)CC1, CO, [Li+], C1CCOC1, [OH-]. Product: O=C(O)CN1CCC(NC(=O)c2ccccc2-c2ccc(C(F)(F)F)cc2)CC1. As a reaction SMILES: [CH2:1]([CH3:2])[O:3][C:4]([CH2:5][N:6]1[CH2:7][CH2:8][CH:9]([NH:12][C:13](=[O:14])[c:15]2[c:16](-[c:21]3[cH:22][cH:23][c:24]([C:27]([F:28])([F:29])[F:30])[cH:25][cH:26]3)[cH:17][cH:18][cH:19][cH:20]2)[CH2:10][CH2:11]1)=[O:31].[CH3:34][OH:35].[Li+:32].[O:36]1[CH2:37][CH2:38][CH2:39][CH2:40]1.[OH-:33]>>[O:3]=[C:4]([CH2:5][N:6]1[CH2:7][CH2:8][CH:9]([NH:12][C:13](=[O:14])[c:15]2[c:16](-[c:21]3[cH:22][cH:23][c:24]([C:27]([F:28])([F:29])[F:30])[cH:25][cH:26]3)[cH:17][cH:18][cH:19][cH:20]2)[CH2:10][CH2:11]1)[OH:31]. Reactants: C(O)([O-])=O.[Na+] (sodium hydrogen carbonate), N[C@H](C1=CC=C(C(=O)OC)C=C1)C1=CC=C(C=C1)Cl (methyl (+)-4-[(R*)-amino-(4-chlorophenyl)methyl]benzoate), C(Br)C1CO1 (epibromohydrin). The solvent is C(C)O (ethanol). Reaction conditions: temperature 60 celsius, time 20 hour. The product is ClC1=CC=C(C=C1)[C@H](N1CC(C1)O)C1=CC=C(C=C1)C(=O)OC (1-{(R*)-(4-chlorophenyl)[4-(methoxycarbonyl)-phenyl]methyl}azetidin-3-ol). RXN SMILES: C(=O)([O-])O.[Na+].[NH2:6][C@@H:7]([C:18]1[CH:23]=[CH:22][C:21]([Cl:24])=[CH:20][CH:19]=1)[C:8]1[CH:17]=[CH:16][C:11]([C:12]([O:14][CH3:15])=[O:13])=[CH:10][CH:9]=1.[CH2:25]([CH:27]1[O:29][CH2:28]1)Br>C(O)C>[Cl:24][C:21]1[CH:20]=[CH:19][C:18]([C@@H:7]([C:8]2[CH:17]=[CH:16][C:11]([C:12]([O:14][CH3:15])=[O:13])=[CH:10][CH:9]=2)[N:6]2[CH2:28][CH:27]([OH:29])[CH2:25]2)=[CH:23][CH:22]=1 |f:0.1|. Procedure details: 1-{(R*)-(4-Chlorophenyl)[4-methoxycarbonyl)-phenyl]methyl}azetidin-3-ol, A isomer form, may be prepared by carrying out the procedure in the following manner: 0.605 g of sodium hydrogen carbonate is added to a suspension of 2.0 g of methyl (+)-4-[(R*)-amino-(4-chlorophenyl)methyl]benzoate in 30 cm3 of ethanol followed by 0.60 cm3 of epibromohydrin. After stirring for 20 hours at 60° C., the reaction mixture is concentrated to dryness under reduced pressure (2.7 kPa). The residue is chromatograph... Starting materials: CCCCCCCCCCCCN(C)C, N#CSCCl, C1CCOC1. Yields the product CCCCCCCCCCCC[N+](C)(C)CSC#N, [Cl-]. As a reaction SMILES: [CH3:1][N:2]([CH2:3][CH2:4][CH2:5][CH2:6][CH2:7][CH2:8][CH2:9][CH2:10][CH2:11][CH2:12][CH2:13][CH3:14])[CH3:15].[Cl:16][CH2:17][S:18][C:19]#[N:20].[O:21]1[CH2:22][CH2:23][CH2:24][CH2:25]1>>[CH3:1][N+:2]([CH2:3][CH2:4][CH2:5][CH2:6][CH2:7][CH2:8][CH2:9][CH2:10][CH2:11][CH2:12][CH2:13][CH3:14])([CH3:15])[CH2:17][S:18][C:19]#[N:20].[Cl-:16]. The reactants are CC=1N=C(N(C1)CCCN)C1=CC=CC=C1 (3-(4-methyl-2-phenylimidazol-1-yl)propyl-amine), ClC1=CC=C(C=C1)C(C)=O (4'-chloroacetophenone), [BH4-].[Na+] (sodium borohydride). The solvent is alcohol. Product: ClC1=CC=C(C=C1)C(C)NCCCN1C(=NC(=C1)C)C1=CC=CC=C1 (N-[1-(4-chlorophenyl)ethyl]-3-(4-methyl-2-phenyl-imidazol-1-yl)propylamine). Reaction SMILES: [CH3:1][C:2]1[N:3]=[C:4]([C:11]2[CH:16]=[CH:15][CH:14]=[CH:13][CH:12]=2)[N:5]([CH2:7][CH2:8][CH2:9][NH2:10])[CH:6]=1.[Cl:17][C:18]1[CH:23]=[CH:22][C:21]([C:24](=O)[CH3:25])=[CH:20][CH:19]=1.[BH4-].[Na+]>>[Cl:17][C:18]1[CH:23]=[CH:22][C:21]([CH:24]([NH:10][CH2:9][CH2:8][CH2:7][N:5]2[CH:6]=[C:2]([CH3:1])[N:3]=[C:4]2[C:11]2[CH:16]=[CH:15][CH:14]=[CH:13][CH:12]=2)[CH3:25])=[CH:20][CH:19]=1 |f:2.3|. Procedure details: A mixture of 3-(4-methyl-2-phenylimidazol-1-yl)propyl-amine (5.3 g) and 4'-chloroacetophenone (3.8 g) was heated at 120°-125° C. for 7 hours. On cooling, the oil was dissolved in absolute alcohol (70 ml) and, after the addition of sodium borohydride (7.0 g), the mixture was boiled under reflux for 16 hours. Work-up as described in Example 3 gave an oil which was distilled at 185°-205° C. (0.06 mmHg). The main fraction was redistilled to give N-[1-(4-chlorophenyl)ethyl]-3-(4-methyl-2-phenyl-imida...